Dataset: the Open Reaction Database (ORD), a public repository of structured organic reaction records. Task: describe an organic reaction: reactants, conditions, products, and yield The reactants are CC1(OCC(O1)C(O)CC=C)C (2,2-dimethyl-alpha-2-propenyl-1,3-dioxolane-4-methanol), Cl (hydrochloric acid), C(Cl)(Cl)Cl (Chloroform). Solvent: O1CCCC1 (tetrahydrofuran). Product: C(C(C(CC=C)O)O)O (5-Hexene-1,2,3-triol). RXN SMILES: CC1(C)[O:6][CH:5]([CH:7]([CH2:9][CH:10]=[CH2:11])[OH:8])[CH2:4][O:3]1.Cl.C(Cl)(Cl)Cl>O1CCCC1>[CH2:4]([OH:3])[CH:5]([OH:6])[CH:7]([OH:8])[CH2:9][CH:10]=[CH2:11]. Procedure: A solution of 11 g of [R-(R*,R*)]-2,2-dimethyl-alpha-2-propenyl-1,3-dioxolane-4-methanol, prepared by the procedure described in J. Am. Chem. Soc., 1985, 107(26), 8186-8190, in 300 ml of 1:1 tetrahydrofuran: 2N hydrochloric acid is heated at the reflux temperature of the solvents for 2 hours. Chloroform is added and the layers are separated. The aqueous layer is re-extracted 2× with chloroform. The aqueous layer is neutralized with potassium carbonate and exhaustively extracted with 80% chlorofo...